The task is: describe an organic reaction: reactants, conditions, products, and yield. This data is from the Open Reaction Database (ORD), a public repository of structured organic reaction records. The reactants are C(C)(C)(C)OC(N[C@H](CCC)CNC(=O)C1=NC(=C(N=C1N)N)Cl)=O (((R)-1-{[(3,5-diamino-6-chloro-pyrazine-2-carbonyl)-amino]-methyl}-butyl)-carbamic acid tert-butyl ester), Cl (HCl), solution. Run in O1CCOCC1 (1,4-dioxane), O1CCOCC1 (1,4-dioxane). Run at time 16 hour. Product: Cl.N[C@@H](CNC(=O)C1=NC(=C(N=C1N)N)Cl)CCC (3,5-Diamino-6-chloro-pyrazine-2-carboxylic acid ((R)-2-amino-pentyl)-amide hydrochloride). Reaction SMILES: C(OC(=O)[NH:7][C@@H:8]([CH2:12][NH:13][C:14]([C:16]1[C:21]([NH2:22])=[N:20][C:19]([NH2:23])=[C:18]([Cl:24])[N:17]=1)=[O:15])[CH2:9][CH2:10][CH3:11])(C)(C)C.Cl>O1CCOCC1>[ClH:24].[NH2:7][C@H:8]([CH2:9][CH2:10][CH3:11])[CH2:12][NH:13][C:14]([C:16]1[C:21]([NH2:22])=[N:20][C:19]([NH2:23])=[C:18]([Cl:24])[N:17]=1)=[O:15] |f:3.4|. Procedure: To a solution of ((R)-1-{[(3,5-diamino-6-chloro-pyrazine-2-carbonyl)-amino]-methyl}-butyl)-carbamic acid tert-butyl ester (0.65 g, 1.74 mmol) in 1,4-dioxane (15 mL) is added HCl (30 mL of a 4 M solution in 1,4-dioxane, 120 mmol) and the reaction mixture is stirred at RT for 16 h. The reaction mixture is concentrated in vacuo and the yellow solid obtained is triturated with diethyl ether; the ether layer is decanted and the product is dissolved in minimal MeOH and is precipitated by the addition ... The reactants are NC1=CC=C(OC=2C=CC(=C(C2)N(C(OC(C)(C)C)=O)C)NC(COC2=CC=C(C=C2)CC2C(NC(S2)=O)=O)=O)C=C1 (t-butyl N-{5-(4-aminophenoxy)-2-[4-(2,4-dioxothiazolidin-5-ylmethyl)phenoxyacetylamino]phenyl}-N-methylcarbamate), Cl.O1CCOCC1 (hydrogen chloride dioxane). Run in O1CCOCC1 (1,4-dioxane). Conditions: time 2 day. The product is Cl.Cl.NC1=CC=C(OC=2C=CC3=C(N(C(=N3)COC3=CC=C(CC4C(NC(S4)=O)=O)C=C3)C)C2)C=C1 (5-{4-[6-(4-Aminophenoxy)-1-methyl-1H-benzimidazole-2-ylmethoxy]benzyl}thiazolidine-2,4-dione dihydrochloride). RXN SMILES: [NH2:1][C:2]1[CH:42]=[CH:41][C:5]([O:6][C:7]2[CH:8]=[CH:9][C:10]([NH:22][C:23](=O)[CH2:24][O:25][C:26]3[CH:31]=[CH:30][C:29]([CH2:32][CH:33]4[S:37][C:36](=[O:38])[NH:35][C:34]4=[O:39])=[CH:28][CH:27]=3)=[C:11]([N:13](C)[C:14](=O)OC(C)(C)C)[CH:12]=2)=[CH:4][CH:3]=1.[ClH:43].O1CCOCC1>O1CCOCC1>[ClH:43].[ClH:43].[NH2:1][C:2]1[CH:3]=[CH:4][C:5]([O:6][C:7]2[CH:8]=[CH:9][C:10]3[N:22]=[C:23]([CH2:24][O:25][C:26]4[CH:31]=[CH:30][C:29]([CH2:32][CH:33]5[S:37][C:36](=[O:38])[NH:35][C:34]5=[O:39])=[CH:28][CH:27]=4)[N:13]([CH3:14])[C:11]=3[CH:12]=2)=[CH:41][CH:42]=1 |f:1.2,4.5.6|. Procedure: A mixture of a solution of t-butyl N-{5-(4-aminophenoxy)-2-[4-(2,4-dioxothiazolidin-5-ylmethyl)phenoxyacetylamino]phenyl}-N-methylcarbamate (27.08 g) in 1,4-dioxane (50 ml) and 4N hydrogen chloride/dioxane (150 ml) was stirred at ambient temperature for 2 days. The insoluble product was isolated by filtration and washed with ethyl acetate to give the title compound (14.43 g). Starting materials: NC1=CC=2C3=C(C(NC2C=C1)=O)NC=C3.Cl.C(C)C(=O)O (8-amino-4-oxo-4,5-dihydro-3H-pyrrolo[2,3-c]quinoline 1-ethyl carboxylate hydrochloride), ClC1=CC=C(S1)S(=O)(=O)Cl (5-chloro-thiophene-2-sulfonyl chloride). Yields the product ClC1=CC=C(S1)S(=O)(=O)NC1=CC=2C3=C(C(NC2C=C1)=O)NC=C3.C(C)C(=O)[O-] (8-(5-chloro-thiophene-2-sulfonylamino)-4-oxo-4,5-dihydro-3H-pyrrolo[2,3-c]quinoline 1-ethyl carboxylate). The yield is 4.4%. RXN SMILES: [NH2:1][C:2]1[CH:11]=[CH:10][C:9]2[NH:8][C:7](=[O:12])[C:6]3[NH:13][CH:14]=[CH:15][C:5]=3[C:4]=2[CH:3]=1.Cl.[CH2:17]([C:19]([OH:21])=[O:20])[CH3:18].[Cl:22][C:23]1[S:27][C:26]([S:28](Cl)(=[O:30])=[O:29])=[CH:25][CH:24]=1>>[Cl:22][C:23]1[S:27][C:26]([S:28]([NH:1][C:2]2[CH:11]=[CH:10][C:9]3[NH:8][C:7](=[O:12])[C:6]4[NH:13][CH:14]=[CH:15][C:5]=4[C:4]=3[CH:3]=2)(=[O:30])=[O:29])=[CH:25][CH:24]=1.[CH2:17]([C:19]([O-:21])=[O:20])[CH3:18] |f:0.1.2,4.5|. Reported procedure: This compound is prepared according to synthesis 45, from 60 mg (0.20 mmol) of 8-amino-4-oxo-4,5-dihydro-3H-pyrrolo[2,3-c]quinoline-1-ethyl carboxylate hydrochloride (synthesis 64) and 29 μL (0.21 mmol) of 5-chloro-thiophene-2-sulfonyl chloride. After recrystallization from methanol and trituration in hot methanol, 4 mg (3%) of 8-(5-chloro-thiophene-2-sulfonylamino)-4-oxo-4,5-dihydro-3H-pyrrolo[2,3-c]quinoline-1-ethyl carboxylate is obtained in the form of a white solid. Starting materials: C1(=CC=CC=C1)C (toluene), O=S(Cl)Cl (SOCl2), O1C(=CC=C1)C(=O)O (furanoic acid), COCCOC (1,2-dimethoxyethane), N (ammonia). Product: CC1=CC=C(C=C1)C=1OC=CC1C(=O)N (2-(4-methylphenyl)furan-3-carboxamide). RXN SMILES: O=S(Cl)Cl.[O:5]1[CH:9]=[CH:8][CH:7]=[C:6]1[C:10](O)=O.COCC[O:17][CH3:18].[NH3:19].[C:20]1([CH3:26])[CH:25]=[CH:24]C=[CH:22][CH:21]=1>>[CH3:26][C:20]1[CH:25]=[CH:24][C:10]([C:6]2[O:5][CH:9]=[CH:8][C:7]=2[C:18]([NH2:19])=[O:17])=[CH:22][CH:21]=1. Procedure details: 20 ml of SOCl2 are added to a solution of 13.4 g of the furanoic acid prepared above in 70 ml of toluene. The mixture is refluxed for 3 h and the excess SOCl2 and the toluene are then distilled to give an oil, which is reacted at 5° C. with a solution of 100 ml of 1,2-dimethoxyethane saturated with ammonia. The precipitate is filtered off and washed with water and then with isopropyl alcohol to give 7 g of white crystals of amide. The reactants are C1(CC1)C=1C=C(C(N2C=CC(=C(C12)C)C1=CC=C(C=C1)Cl)=O)C(=O)OCC (ethyl 1-cyclopropyl-8-(4-chloro-phenyl)-9-methyl-4-oxo-4H-quinolizine-3-carboxylate), [Li+].[OH-] (LiOH), Cl (HCl), C(C)(=O)OCC (ethyl acetate). Run in C1CCOC1 (THF), O (water). Run at temperature 60 celsius. Yields the product C1(CC1)C=1C=C(C(N2C=CC(=C(C12)C)C1=CC=C(C=C1)Cl)=O)C(=O)O (1-cyclopropyl-8-(4-chloro-phenyl)-9-methyl-4-oxo-4H-quinolizine-3-carboxylic acid), EXAMPLE 45. Isolated yield 56.0%. RXN SMILES: [CH:1]1([C:4]2[CH:5]=[C:6]([C:23]([O:25]CC)=[O:24])[C:7](=[O:22])[N:8]3[C:13]=2[C:12]([CH3:14])=[C:11]([C:15]2[CH:20]=[CH:19][C:18]([Cl:21])=[CH:17][CH:16]=2)[CH:10]=[CH:9]3)[CH2:3][CH2:2]1.[Li+].[OH-].Cl.C(OCC)(=O)C>C1COCC1.O>[CH:1]1([C:4]2[CH:5]=[C:6]([C:23]([OH:25])=[O:24])[C:7](=[O:22])[N:8]3[C:13]=2[C:12]([CH3:14])=[C:11]([C:15]2[CH:20]=[CH:19][C:18]([Cl:21])=[CH:17][CH:16]=2)[CH:10]=[CH:9]3)[CH2:2][CH2:3]1 |f:1.2|. Procedure: A solution of ethyl 1-cyclopropyl-8-(4-chloro-phenyl)-9-methyl-4-oxo-4H-quinolizine-3-carboxylate (95 mg, 0.249 mmol) in THF (6 mL) and water (2 mL) was treated with LiOH (43 mg, 1.02 mmol). The reaction was heated to 60° C. for 4 h and acidified with 1N HCl to pH 4. The precipitate was dissolved with ethyl acetate (50 mL) and washed with brine (2×20 mL). The organic phase was separated, dried, and concentrated. The precipitate was filtered to afford the title compound EXAMPLE 45 as yellow solid... The reactants are Cl.ClCCN1CCCCC1 (1-(2-chloroethyl)piperidine hydrochloride), [H-].[Na+] (Sodium hydride), CC(C)([O-])C.[K+] (potassium tert-butoxide), C(C1=CC=CC=C1)OC1=CC=C(C=C1)C1=C(C2=CC=CC=3N2C1=CC3CO)CC (2-(4-Benzyloxyphenyl)-1-ethyl-4-hydroxymethylpyrrolo[2,1,5-cd]indolizine). Run in CN(C=O)C (dimethylformamide), C(C)O (Ethanol), O (water). Product: C(C1=CC=CC=C1)OC1=CC=C(C=C1)C1=C(C2=CC=CC=3N2C1=CC3COCCN3CCCCC3)CC (2-(4-benzyloxyphenyl)-1-ethyl-4-((2-piperidinoethoxy)methyl)pyrrolo[2,1,5-cd]indolizine). The yield is 81.4%. RXN SMILES: [CH2:1]([O:8][C:9]1[CH:14]=[CH:13][C:12]([C:15]2[C:23]3=[CH:24][C:25]([CH2:26][OH:27])=[C:21]4[N:22]3[C:17](=[CH:18][CH:19]=[CH:20]4)[C:16]=2[CH2:28][CH3:29])=[CH:11][CH:10]=1)[C:2]1[CH:7]=[CH:6][CH:5]=[CH:4][CH:3]=1.[H-].[Na+].CC(C)([O-])C.[K+].Cl.Cl[CH2:40][CH2:41][N:42]1[CH2:47][CH2:46][CH2:45][CH2:44][CH2:43]1>CN(C)C=O.O.C(O)C>[CH2:1]([O:8][C:9]1[CH:10]=[CH:11][C:12]([C:15]2[C:23]3=[CH:24][C:25]([CH2:26][O:27][CH2:40][CH2:41][N:42]4[CH2:47][CH2:46][CH2:45][CH2:44][CH2:43]4)=[C:21]4[N:22]3[C:17](=[CH:18][CH:19]=[CH:20]4)[C:16]=2[CH2:28][CH3:29])=[CH:13][CH:14]=1)[C:2]1[CH:7]=[CH:6][CH:5]=[CH:4][CH:3]=1 |f:1.2,3.4,5.6|. Procedure details: 2-(4-Benzyloxyphenyl)-1-ethyl-4-hydroxymethylpyrrolo[2,1,5-cd]indolizine (0.88 g, 1.26 mmol) was dissolved in 40 ml of dry dimethylformamide under a nitrogen atmosphere. Sodium hydride (80% in oil) (0.24 g, 8.0 mmol) and potassium tert-butoxide (0.1 g, 0.9 mmol) was added in portions and stirring was continued for ten minutes. 1-(2-chloroethyl)piperidine hydrochloride (0.74 g, 4 mmol) was added, and the solution was stirred for four hours. Ethanol (10 ml) was added dropwise, and the reaction mix... Product: NC=1C(=CC2=C(CCO2)C1)N (5,6-diamino-2,3-dihydrobenzofuran). Run in CCO (EtOH). Procedure details: The product obtained in Step 5 (2.5 g, 13.9 mmol) and Pd/C (0.5 g) were dissolved in EtOH (50 mL), hydrogenated in a Parr hydrogenation apparatus at room temperature and a hydrogen pressure of 50 PSI for 12 h. The catalyst was removed by filtration, the ethanol solution of the product was directly used in the next step of reaction. The reagents and catalysts are [Pd] (Pd/C). As a reaction SMILES: [NH2:1][C:2]1[C:3]([N+:11]([O-])=O)=[CH:4][C:5]2[O:9][CH2:8][CH2:7][C:6]=2[CH:10]=1.[H][H]>CCO.[Pd]>[NH2:1][C:2]1[C:3]([NH2:11])=[CH:4][C:5]2[O:9][CH2:8][CH2:7][C:6]=2[CH:10]=1. Starting materials: NC=1C(=CC2=C(CCO2)C1)[N+](=O)[O-] (5-amino-6-nitro-2,3-dihydrobenzofuran), [H][H] (hydrogen).